Dataset: the Open Reaction Database (ORD), a public repository of structured organic reaction records. Task: describe an organic reaction: reactants, conditions, products, and yield Reactants: ClC1=C(C=CC(=C1)Cl)S (2,4-dichlorothiophenol), ClC=1C=C(C=O)C=CC1F (3-chloro-4-fluoro-benzaldehyde), NCCCCCCO (6-amino-1-hexanol), BrC1=C(C=CC=C1)S (2-bromothiophenol), ClC1=C(C=O)C=CC=C1 (2-chlorobenzaldehyde), O=C1NC2=C(N1C1CCNCC1)C=CC=C2 (4-(2-oxo-2,3-dihydro-1H-benzimidazol-1-yl)piperidine). The product is BrC1=C(C=CC=C1)SC1=C(C=C(C=C1)\C=C\C(=O)N1CCC(CC1)N1C(NC2=C1C=CC=C2)=O)Cl ((2-Bromophenyl)[2-chloro-4-(E-((4-(2-oxo-2.3-dihydro-1H-benzimidazol-1-yl)piperidin-1-yl)carbonyl)ethenyl)phenyl]sulfide). As a reaction SMILES: [Cl:1][C:2]1[CH:7]=[C:6](Cl)[CH:5]=[CH:4][C:3]=1[SH:9].[Br:10][C:11]1[CH:16]=[CH:15][CH:14]=[CH:13][C:12]=1S.Cl[C:19]1C=CC=C[C:20]=1[CH:21]=[O:22].ClC1C=C(C=CC=1F)C=O.NCCCCCCO.[O:45]=[C:46]1[N:50]([CH:51]2[CH2:56][CH2:55][NH:54][CH2:53][CH2:52]2)[C:49]2[CH:57]=[CH:58][CH:59]=[CH:60][C:48]=2[NH:47]1>>[Br:10][C:11]1[CH:16]=[CH:15][CH:14]=[CH:13][C:12]=1[S:9][C:3]1[CH:4]=[CH:5][C:6](/[CH:19]=[CH:20]/[C:21]([N:54]2[CH2:53][CH2:52][CH:51]([N:50]3[C:49]4[CH:57]=[CH:58][CH:59]=[CH:60][C:48]=4[NH:47][C:46]3=[O:45])[CH2:56][CH2:55]2)=[O:22])=[CH:7][C:2]=1[Cl:1]. Reported procedure: The title compound was prepared by the procedures described in Example 1 substituting 2,4-dichlorothiophenol with 2-bromothiophenol, 2-chlorobenzaldehyde with 3-chloro-4-fluoro-benzaldehyde, and 6-amino-1-hexanol with 4-(2-oxo-2,3-dihydro-1H-benzimidazol-1-yl)piperidine. 1H NMR (DMSO-d6, 300 MHz) δ 8.14 (d, J=1.5 Hz, 1H), 7.80 (dd, J=7.9, 1.3 Hz, 1H), 7.67 (dd, J=8.1, 1.8 Hz, 1H), 7.48 (ap s, 2H), 7.44 (dt, J=7.5, 1.2, 1H), 7.34 (dt, J=7.6, 1.6, 1H), 7.26 (dd, J=7.7, 1.8 Hz, 1H), 7.22 (m, 1H), 7... Reactants: [H-].[Na+] (NaH), C(#N)C1=C(C=C(C=C1)N(CCSC1=CC=C(C=C1)NC(C)=O)CC(F)(F)F)C(F)(F)F (N-[4-({2-[[4-cyano-3-(trifluoromethyl)phenyl](2,2,2-trifluoroethyl)amino]ethyl}thio)phenyl]acetamide), IC (iodomethane). Run in CN(C)C=O (DMF). Run at time 5 minute. Product: C(#N)C1=C(C=C(C=C1)N(CCSC1=CC=C(C=C1)N(C(C)=O)C)CC(F)(F)F)C(F)(F)F (N-[4-({2-[[4-Cyano-3-(trifluoromethyl)phenyl](2,2,2-trifluoroethyl)amino]ethyl}thio)phenyl]-N-methylacetamide). The yield is 0.1%. RXN SMILES: [H-].[Na+].[C:3]([C:5]1[CH:10]=[CH:9][C:8]([N:11]([CH2:25][C:26]([F:29])([F:28])[F:27])[CH2:12][CH2:13][S:14][C:15]2[CH:20]=[CH:19][C:18]([NH:21][C:22](=[O:24])[CH3:23])=[CH:17][CH:16]=2)=[CH:7][C:6]=1[C:30]([F:33])([F:32])[F:31])#[N:4].I[CH3:35]>CN(C=O)C>[C:3]([C:5]1[CH:10]=[CH:9][C:8]([N:11]([CH2:25][C:26]([F:29])([F:27])[F:28])[CH2:12][CH2:13][S:14][C:15]2[CH:16]=[CH:17][C:18]([N:21]([CH3:35])[C:22](=[O:24])[CH3:23])=[CH:19][CH:20]=2)=[CH:7][C:6]=1[C:30]([F:31])([F:33])[F:32])#[N:4] |f:0.1|. Reported procedure: NaH (60% in oil, 0.003 g, 0.075 mmol) was added to a solution of N-[4-({2-[[4-cyano-3-(trifluoromethyl)phenyl](2,2,2-trifluoroethyl)amino]ethyl}thio)phenyl]acetamide (0.026 g, 0.056 mmol) in DMF (2 mL) under N2. After 5 min, iodomethane (0.009 g, 0.063 mmol) was added and stirred at rt for 30 min. The mixture was partitioned between Et2O and water. The organic phase was washed with water and brine, dried (Na2SO4), and concentrated in vacuo. The residue was purified by silica gel chromatography (... The reactants are O=C(c1c[nH]c2cc(Cl)ccc12)N1CCC(n2c(=O)[nH]c3ccccc32)CC1, CN(C)C(=O)CCl, [H-], [Na+], CN(C)C=O. The product is CN(C)C(=O)Cn1cc(C(=O)N2CCC(n3c(=O)[nH]c4ccccc43)CC2)c2ccc(Cl)cc21. RXN SMILES: [Cl:1][c:2]1[cH:3][cH:4][c:5]2[c:6]([C:11](=[O:12])[N:13]3[CH2:14][CH2:15][CH:16]([n:19]4[c:20](=[O:28])[nH:21][c:22]5[c:23]4[cH:24][cH:25][cH:26][cH:27]5)[CH2:17][CH2:18]3)[cH:7][nH:8][c:9]2[cH:10]1.[Cl:31][CH2:32][C:33](=[O:34])[N:35]([CH3:36])[CH3:37].[H-:30].[Na+:29].[O:38]=[CH:39][N:40]([CH3:41])[CH3:42]>>[Cl:1][c:2]1[cH:3][cH:4][c:5]2[c:6]([C:11](=[O:12])[N:13]3[CH2:14][CH2:15][CH:16]([n:19]4[c:20](=[O:28])[nH:21][c:22]5[c:23]4[cH:24][cH:25][cH:26][cH:27]5)[CH2:17][CH2:18]3)[cH:7][n:8]([CH2:32][C:33](=[O:34])[N:35]([CH3:36])[CH3:37])[c:9]2[cH:10]1. Reactants: BrCCOc1ccccc1, COc1ccc2nccc(-n3cc4c(n3)CCC(N(CCOc3ccccc3)C(=O)OC(C)(C)C)C4)c2n1, COc1ccc2nccc(-n3cc4c(n3)CCC(NC(=O)OC(C)(C)C)C4)c2n1, CCOC(C)=O, [H-], [Na+], CN(C)C=O, O. The product is COc1ccc2nccc(-n3cc4c(n3)CCC(NCCOc3ccccc3)C4)c2n1. As a reaction SMILES: [Br:70][CH2:71][CH2:72][O:73][c:74]1[cH:75][cH:76][cH:77][cH:78][cH:79]1.[C:1]([O:2][C:3](=[O:4])[N:7]([CH2:8][CH2:9][O:10][c:11]1[cH:12][cH:13][cH:14][cH:15][cH:16]1)[CH:17]1[CH2:18][c:19]2[cH:20][n:21](-[c:26]3[cH:27][cH:28][n:29][c:30]4[cH:31][cH:32][c:33]([O:36][CH3:37])[n:34][c:35]34)[n:22][c:23]2[CH2:24][CH2:25]1)([CH3:5])([CH3:6])[CH3:38].[C:39]([O:40][C:41](=[O:42])[NH:43][CH:44]1[CH2:45][CH2:46][c:47]2[c:48]([cH:49][n:50](-[c:51]3[c:52]4[c:53]([cH:54][cH:55][c:56]([O:57][CH3:58])[n:59]4)[n:60][cH:61][cH:62]3)[n:63]2)[CH2:64]1)([CH3:65])([CH3:66])[CH3:67].[CH3:85][CH2:86][O:87][C:88]([CH3:89])=[O:90].[H-:69].[Na+:68].[O:80]=[CH:81][N:82]([CH3:83])[CH3:84].[OH2:91]>>[NH:7]([CH2:8][CH2:9][O:10][c:11]1[cH:12][cH:13][cH:14][cH:15][cH:16]1)[CH:17]1[CH2:18][c:19]2[cH:20][n:21](-[c:26]3[cH:27][cH:28][n:29][c:30]4[cH:31][cH:32][c:33]([O:36][CH3:37])[n:34][c:35]34)[n:22][c:23]2[CH2:24][CH2:25]1. The reactants are ClC=1C=C(C=C(C1)Cl)NC(C(C(=O)OC)OC)=O (methyl 3-[(3,5-dichlorophenyl)amino]-2-methoxy-3-oxopropanoate), COC(C)OC (1,1-dimethoxyethane), ClC=1C=C(C=C(C1)Cl)NC(C(C(=O)OC)OC)=O (methyl 3-[(3,5-dichlorophenyl)amino]-2-methoxy-3-oxopropanoate), COC1=CC=C(C=C1)P1(SP(S1)(C1=CC=C(C=C1)OC)=S)=S (2,4-bis(4-methoxyphenyl)-1,3-dithia-2,4-diphosphetane-2,4-disulfide). Reaction conditions: time 20 hour. The product is ClC=1C=C(C=C(C1)Cl)NC(C(C(=O)OC)OC)=S (methyl 3-[(3,5-dichloro-phenyl)amino]-2-methoxy-3-thioxopropanoate). Isolated yield 116.7%. As a reaction SMILES: [Cl:1][C:2]1[CH:3]=[C:4]([NH:9][C:10](=O)[CH:11]([O:16][CH3:17])[C:12]([O:14][CH3:15])=[O:13])[CH:5]=[C:6]([Cl:8])[CH:7]=1.COC1C=CC(P2(=S)SP(=S)(C3C=CC(OC)=CC=3)[S:28]2)=CC=1.COC(OC)C>>[Cl:1][C:2]1[CH:3]=[C:4]([NH:9][C:10](=[S:28])[CH:11]([O:16][CH3:17])[C:12]([O:14][CH3:15])=[O:13])[CH:5]=[C:6]([Cl:8])[CH:7]=1. Procedure: A mixture of 3.50 grams (0.01 mole) of methyl 3-[(3,5-dichlorophenyl)amino]-2-methoxy-3-oxopropanoate (Compound 233, Example LXX), 2.42 grams (0.006 mole) of 2,4-bis(4-methoxyphenyl)-1,3-dithia-2,4-diphosphetane-2,4-disulfide and 35 milliliters of anhydrous 1,1-dimethoxyethane was stirred at room temperature for a period of about 20 hours after which stirring was continued with testing at 55° C. for a 168-hour interval. Solvent was removed from the reaction mixture under reduced pressure and the... Starting materials: [N+](=O)([O-])C1=CC=C(COC(=O)N2[C@@H](C[C@H](C2)OC(C2=CC=CC=C2)=O)COS(=O)(=O)C2=CC=C(C=C2)C)C=C1 ((2S,4R)-1-(p-Nitrobenzyloxycarbonyl)-2-p-toluenesulfonyloxymethyl-4-benzoyloxypyrrolidine), [I-].[Na+] (sodium iodide). Run in CC(=O)CC (methylethylketone). Yields the product [N+](=O)([O-])C1=CC=C(COC(=O)N2[C@@H](C[C@H](C2)OC(C2=CC=CC=C2)=O)CI)C=C1 ((2S,4R)-1-(p-nitrobenzyloxycarbonyl)-2-iodomethyl-4-benzoyloxypyrrolidine). As a reaction SMILES: [N+:1]([C:4]1[CH:39]=[CH:38][C:7]([CH2:8][O:9][C:10]([N:12]2[CH2:16][C@H:15]([O:17][C:18](=[O:25])[C:19]3[CH:24]=[CH:23][CH:22]=[CH:21][CH:20]=3)[CH2:14][C@H:13]2[CH2:26]OS(C2C=CC(C)=CC=2)(=O)=O)=[O:11])=[CH:6][CH:5]=1)([O-:3])=[O:2].[I-:40].[Na+]>CC(CC)=O>[N+:1]([C:4]1[CH:39]=[CH:38][C:7]([CH2:8][O:9][C:10]([N:12]2[CH2:16][C@H:15]([O:17][C:18](=[O:25])[C:19]3[CH:24]=[CH:23][CH:22]=[CH:21][CH:20]=3)[CH2:14][C@H:13]2[CH2:26][I:40])=[O:11])=[CH:6][CH:5]=1)([O-:3])=[O:2] |f:1.2|. Procedure details: (2S,4R)-1-(p-Nitrobenzyloxycarbonyl)-2-p-toluenesulfonyloxymethyl-4-benzoyloxypyrrolidine (35.82 g) was dissolved in 90 ml of methylethylketone, and 19.29 g of sodium iodide was added thereto, followed by stirring under reflux for 1 hour. The reaction mixture was cooled down to room temperature and filtered. The filtrate was distilled to remove the solvent. The residue was diluted with ethyl acetate, washed successively with water, a sodium hypochlorite solution and water and dried over anhydrou... Reactants: BrC=1N=CNC1 (4-bromo-imidazole), ice water, [H-].[Na+] (NaH), [N+](=O)([O-])C=1C=C(C=CC1)F (3-nitro-fluorobenzene). Solvent: CN(C)C=O (DMF). Conditions: temperature 150 celsius, time 30 minute. The product is BrC=1N=CN(C1)C1=CC(=CC=C1)[N+](=O)[O-] (4-Bromo-1-(3-nitro-phenyl)-1H-imidazole). Reaction SMILES: [Br:1][C:2]1[N:3]=[CH:4][NH:5][CH:6]=1.[H-].[Na+].[N+:9]([C:12]1[CH:13]=[C:14](F)[CH:15]=[CH:16][CH:17]=1)([O-:11])=[O:10]>CN(C=O)C>[Br:1][C:2]1[N:3]=[CH:4][N:5]([C:16]2[CH:15]=[CH:14][CH:13]=[C:12]([N+:9]([O-:11])=[O:10])[CH:17]=2)[CH:6]=1 |f:1.2|. Reported procedure: To a solution of 4-bromo-imidazole (32 g; 217.7 mmol) in DMF (300 mL) was carefully added NaH (60% dispension; 10.8 g; 270 mmol) such that the temperature did not exceed 30° C. The slurry was stirred for 20 min after which 3-nitro-fluorobenzene 35 mL; 329 mmol) was added. The reaction mixture was stirred for another 30 min, heated to 150° C. and left with stirring overnight. The reaction mixture was poured onto 750 mL of ice-water under stirring. The precipitate was isolated by filtration, washe... Reactants: C1CCOC1, COC(=O)c1cc(-c2c(C)cnn2C)c(Cl)s1, [K+], [OH-], O. Product: Cc1cnn(C)c1-c1cc(C(=O)O)sc1Cl. As a reaction SMILES: [CH2:20]1[O:21][CH2:22][CH2:23][CH2:24]1.[Cl:1][c:2]1[c:3](-[c:11]2[c:12]([CH3:17])[cH:13][n:14][n:15]2[CH3:16])[cH:4][c:5]([C:7](=[O:8])[O:9][CH3:10])[s:6]1.[K+:19].[OH-:18].[OH2:25]>>[Cl:1][c:2]1[c:3](-[c:11]2[c:12]([CH3:17])[cH:13][n:14][n:15]2[CH3:16])[cH:4][c:5]([C:7](=[O:8])[OH:9])[s:6]1.